Dataset: the Open Reaction Database (ORD), a public repository of structured organic reaction records. Task: describe an organic reaction: reactants, conditions, products, and yield Reactants: CC(=O)ON(C(C)=O)C1CCc2ccccc21, CO, N, O. The product is CC(=O)N(O)C1CCc2ccccc21. Reaction SMILES: [C:1](=[O:2])([CH3:3])[O:4][N:5]([C:6]([CH3:7])=[O:8])[CH:9]1[CH2:10][CH2:11][c:12]2[cH:13][cH:14][cH:15][cH:16][c:17]21.[CH3:18][OH:19].[NH3:21].[OH2:20]>>[OH:4][N:5]([C:6]([CH3:7])=[O:8])[CH:9]1[CH2:10][CH2:11][c:12]2[cH:13][cH:14][cH:15][cH:16][c:17]21. Starting materials: BrC1=NN(C(C2=CC=CC=C12)=O)C1=CC=C(C(=O)O)C=C1 (4-(4-Bromo-1-oxo-1H-phthalazin-2-yl)benzoic acid), C(=O)(N1C=NC=C1)N1C=NC=C1 (1,1′-carbonyldiimidazol), CN (Methyl amine), solution. The solvent is CN(C)C=O (DMF), C1CCOC1 (THF). Conditions: time 4 hour. Product: BrC1=NN(C(C2=CC=CC=C12)=O)C1=CC=C(C(=O)NC)C=C1 (4-(4-Bromo-1-oxo-1H-phthalazin-2-yl)-N-methyl-benzamide). Yield: 77.9%. As a reaction SMILES: [Br:1][C:2]1[C:11]2[C:6](=[CH:7][CH:8]=[CH:9][CH:10]=2)[C:5](=[O:12])[N:4]([C:13]2[CH:21]=[CH:20][C:16]([C:17](O)=[O:18])=[CH:15][CH:14]=2)[N:3]=1.[C:22](N1C=CN=C1)([N:24]1C=CN=C1)=O.CN>CN(C=O)C.C1COCC1>[Br:1][C:2]1[C:11]2[C:6](=[CH:7][CH:8]=[CH:9][CH:10]=2)[C:5](=[O:12])[N:4]([C:13]2[CH:21]=[CH:20][C:16]([C:17]([NH:24][CH3:22])=[O:18])=[CH:15][CH:14]=2)[N:3]=1. Procedure details: 4-(4-Bromo-1-oxo-1H-phthalazin-2-yl)benzoic acid (0.15 g, 0.43 mmol) and 1,1′-carbonyldiimidazol (0.10 g, 0.65 mmol) were dissolved in DMF (10 ml) at room temperature. Methyl amine (0.33 ml of a 2M solution in THF, 0.65 mmol) were added and stirring was continued for 4 h. Evaporation of the solvent under reduced pressure, dilution with dichloromethane, extraction with a saturated aqueous NaHCO3 solution and evaporation of the solvent in vacuum gave the title compound (0.12 g, 77% yield) 1H-NMR: ... Starting materials: CH2O2, C[Si](CCOCN(C1=CC(=NC=2N1N=CC2I)C2CCC(CC2)CC(=O)OCC)COCC[Si](C)(C)C)(C)C (ethyl 2-(4-(7-(bis((2-(trimethylsilyl)ethoxy)methyl)amino)-3-iodopyrazolo[1,5-a]pyrimidin-5-yl)cyclohexyl)acetate), ClC1=CC=C(C=N1)B1OC(C)(C)C(C)(C)O1 (6-chloropyridine-3-boronic acid pinacol ester), [O-]P(=O)([O-])[O-].[K+].[K+].[K+] (K3PO4), O1CCOCC1 (1,4-dioxane). Reagents/catalysts: C1=CC=C(C=C1)P([C-]2C=CC=C2)C3=CC=CC=C3.C1=CC=C(C=C1)P([C-]2C=CC=C2)C3=CC=CC=C3.Cl[Pd]Cl.[Fe+2] (PdCl2(dppf)). The solvent is O (H2O). Run at temperature 100 celsius, time 8 hour. Yields the product C[Si](CCOCN(C1=CC(=NC=2N1N=CC2C=2C=NC(=CC2)Cl)C2CCC(CC2)CC(=O)OCC)COCC[Si](C)(C)C)(C)C (Ethyl 2-(4-(7-(bis((2-(trimethylsilyl)ethoxy)methyl)amino)-3-(6-chloropyridin-3-yl)pyrazolo[1,5-a]pyrimidin-5-yl)cyclohexyl)acetate). Reaction SMILES: [CH3:1][Si:2]([CH3:39])([CH3:38])[CH2:3][CH2:4][O:5][CH2:6][N:7]([CH2:30][O:31][CH2:32][CH2:33][Si:34]([CH3:37])([CH3:36])[CH3:35])[C:8]1[N:13]2[N:14]=[CH:15][C:16](I)=[C:12]2[N:11]=[C:10]([CH:18]2[CH2:23][CH2:22][CH:21]([CH2:24][C:25]([O:27][CH2:28][CH3:29])=[O:26])[CH2:20][CH2:19]2)[CH:9]=1.[Cl:40][C:41]1[N:46]=[CH:45][C:44](B2OC(C)(C)C(C)(C)O2)=[CH:43][CH:42]=1.[O-]P([O-])([O-])=O.[K+].[K+].[K+].O1CCOCC1>C1C=CC(P(C2C=CC=CC=2)[C-]2C=CC=C2)=CC=1.C1C=CC(P(C2C=CC=CC=2)[C-]2C=CC=C2)=CC=1.Cl[Pd]Cl.[Fe+2].O>[CH3:1][Si:2]([CH3:39])([CH3:38])[CH2:3][CH2:4][O:5][CH2:6][N:7]([CH2:30][O:31][CH2:32][CH2:33][Si:34]([CH3:37])([CH3:36])[CH3:35])[C:8]1[N:13]2[N:14]=[CH:15][C:16]([C:44]3[CH:45]=[N:46][C:41]([Cl:40])=[CH:42][CH:43]=3)=[C:12]2[N:11]=[C:10]([CH:18]2[CH2:23][CH2:22][CH:21]([CH2:24][C:25]([O:27][CH2:28][CH3:29])=[O:26])[CH2:20][CH2:19]2)[CH:9]=1 |f:2.3.4.5,7.8.9.10|. Reported procedure: To a 10-20 mL microwave flask was added ethyl 2-(4-(7-(bis((2-(trimethylsilyl)ethoxy)methyl)amino)-3-iodopyrazolo[1,5-a]pyrimidin-5-yl)cyclohexyl)acetate (Int-5l, 1.41 g, 2.05 mmol), 6-chloropyridine-3-boronic acid pinacol ester (514 mg, 2.15 mmol), K3PO4 (1.31 g, 6.15 mmol), PdCl2(dppf).CH2O2 (167 mg, 0.21 mmol) and 9:1 1,4-dioxane:H2O (10 mL). The flask was flushed with argon and sealed. The reaction was stirred overnight at 100° C. After 18 hours, the reaction was diluted with DCM and washed ... Starting materials: C(C)(C)[Mg]Cl (iPrMgCl), C[Si](O[C@H]1C(O[C@@H]([C@H]([C@@H]1O[Si](C)(C)C)O[Si](C)(C)C)CO[Si](C)(C)C)=O)(C)C ((3R,4S,5R,6R)-3,4,5-tris(trimethylsilyloxy)-6-((trimethylsilyloxy)methyl)tetrahydro-2H-pyran-2-one), [Li+].[Cl-] (LiCl). Run in CCCCCCC (n-heptane). Reaction conditions: temperature -15 celsius, time 30 minute. The product is C([C@@H]1[C@H]([C@@H]([C@H](C(=O)O1)O)O)O)O (Gluconolactone). Reaction SMILES: C[Si](C)(C)[O:3][C@@H:4]1[C@@H:9]([O:10][Si](C)(C)C)[C@H:8]([O:15][Si](C)(C)C)[C@@H:7]([CH2:20][O:21][Si](C)(C)C)[O:6][C:5]1=[O:26].C([Mg]Cl)(C)C.[Li+].[Cl-]>CCCCCCC>[CH2:20]([OH:21])[C@H:7]1[O:6][C:5](=[O:26])[C@H:4]([OH:3])[C@@H:9]([OH:10])[C@@H:8]1[OH:15] |f:2.3|. Procedure: A 500 L glass-lined reactor was charged with (3R,4S,5R,6R)-3,4,5-tris(trimethylsilyloxy)-6-((trimethylsilyloxy)methyl)tetrahydro-2H-pyran-2-one (11.4 kg) and n-heptane (12.2 kg) and the mixture was cooled to −15° C. under nitrogen sparging for 1 h. iPrMgCl.LiCl (0.5 kg, 1.3 M in THF) was added dropwise and the mixture was stirred for 30 min at −15° C.